Dataset: the Open Reaction Database (ORD), a public repository of structured organic reaction records. Task: describe an organic reaction: reactants, conditions, products, and yield Reactants: O[Li].O (LiOH.H2O), C(#N)C=1C=C(C2=C(OC(O2)(C2=CC=CC=C2)C2=CC=CC=C2)C1)C(=O)OC (methyl 6-cyano-2,2-diphenyl-1,3-benzodioxole-4-carboxylate), CC(=O)O (AcOH). The solvent is O (H2O), O (H2O), CO (MeOH), C(Cl)Cl (CH2Cl2). Reaction conditions: time 16 hour. Product: C(#N)C=1C=C(C2=C(OC(O2)(C2=CC=CC=C2)C2=CC=CC=C2)C1)C(=O)O (6-Cyano-2,2-diphenyl-1,3-benzodioxole-4-carboxylic acid). Reaction SMILES: [C:1]([C:3]1[CH:4]=[C:5]([C:24]([O:26]C)=[O:25])[C:6]2[O:10][C:9]([C:17]3[CH:22]=[CH:21][CH:20]=[CH:19][CH:18]=3)([C:11]3[CH:16]=[CH:15][CH:14]=[CH:13][CH:12]=3)[O:8][C:7]=2[CH:23]=1)#[N:2].O[Li].O.CC(O)=O>CO.C(Cl)Cl.O>[C:1]([C:3]1[CH:4]=[C:5]([C:24]([OH:26])=[O:25])[C:6]2[O:10][C:9]([C:17]3[CH:18]=[CH:19][CH:20]=[CH:21][CH:22]=3)([C:11]3[CH:12]=[CH:13][CH:14]=[CH:15][CH:16]=3)[O:8][C:7]=2[CH:23]=1)#[N:2] |f:1.2|. Procedure: To a solution of methyl 6-cyano-2,2-diphenyl-1,3-benzodioxole-4-carboxylate (60 mg, 0.168 mmol, 1 eq.) in a mixture of 3 mL MeOH and 0.5 mL CH2Cl2, a solution of LiOH.H2O (21 mg, 0.5 mmol, 3 eq.) in 3 mL H2O was added. The reaction mixture was vigorously stirred 16 h at r.t., then acidified with 10% AcOH in H2O and extracted with EtOAc (3×20 mL). The combined organic phases were washed with saturated aqueous NaCl solution, dried over MgSO4, and the solvents evaporated under reduced pressure to y... Reactants: CCOCC, CCOC([O-])[O-], Nc1cc(C(F)(F)F)c(F)cc1S(N)(=O)=O. Product: O=S1(=O)NC=Nc2cc(C(F)(F)F)c(F)cc21. Reaction SMILES: [CH3:23][CH2:24][O:25][CH2:26][CH3:27].[CH:17]([O-:18])([O-:19])[O:20][CH2:21][CH3:22].[NH2:1][c:2]1[c:3]([S:13](=[O:14])(=[O:15])[NH2:16])[cH:4][c:5]([F:12])[c:6]([C:8]([F:9])([F:10])[F:11])[cH:7]1>>[N:1]1=[CH:17][NH:16][S:13](=[O:14])(=[O:15])[c:3]2[c:2]1[cH:7][c:6]([C:8]([F:9])([F:10])[F:11])[c:5]([F:12])[cH:4]2.